From a dataset of the Open Reaction Database (ORD), a public repository of structured organic reaction records. describe an organic reaction: reactants, conditions, products, and yield Reactants: C=Cc1ccc(C)nc1, CN1CCCC1=O, Cc1ccc2[nH]c3c(c2c1)CN(c1ccc(F)cc1)CC3, [K+], [OH-]. Yields the product Cc1ccc2c(c1)c1c(n2CCc2ccc(C)nc2)CCN(c2ccc(F)cc2)C1. Reaction SMILES: [CH3:22][c:23]1[n:24][cH:25][c:26]([CH:29]=[CH2:30])[cH:27][cH:28]1.[CH3:33][N:34]1[CH2:35][CH2:36][CH2:37][C:38]1=[O:39].[F:1][c:2]1[cH:3][cH:4][c:5]([N:8]2[CH2:9][c:10]3[c:11]([nH:12][c:13]4[cH:14][cH:15][c:16]([CH3:19])[cH:17][c:18]34)[CH2:20][CH2:21]2)[cH:6][cH:7]1.[K+:32].[OH-:31]>>[F:1][c:2]1[cH:3][cH:4][c:5]([N:8]2[CH2:9][c:10]3[c:11]([n:12]([CH2:30][CH2:29][c:26]4[cH:25][n:24][c:23]([CH3:22])[cH:28][cH:27]4)[c:13]4[cH:14][cH:15][c:16]([CH3:19])[cH:17][c:18]34)[CH2:20][CH2:21]2)[cH:6][cH:7]1. The reactants are C(C)(C)(C)OC(=O)NCC1=CC=C(C=C1)N\C(\C1=CC=C(C=C1)CN)=C\1/C(NC2=CC=C(C=C12)[N+](=O)[O-])=O ((Z)-3-[1-(4-tert.butoxycarbonylaminomethyl-phenylamino)-1-(4-aminomethyl-phenyl)-methylidene]-5-nitro-2-indolinone), C(C)(=O)OC(C)=O (acetic anhydride). The solvent is O1CCOCC1 (dioxane). The product is C(C)(C)(C)OC(=O)NCC1=CC=C(C=C1)N\C(\C1=CC=C(C=C1)CNC(C)=O)=C\1/C(NC2=CC=C(C=C12)[N+](=O)[O-])=O ((Z)-3-[1-(4-tert.butoxycarbonylaminomethyl-phenylamino)-1-(4-acetylaminomethyl-phenyl)-methylidene]-5-nitro-2-indolinone). Reaction SMILES: [C:1]([O:5][C:6]([NH:8][CH2:9][C:10]1[CH:15]=[CH:14][C:13]([NH:16]/[C:17](=[C:26]2\[C:27](=[O:38])[NH:28][C:29]3[C:34]\2=[CH:33][C:32]([N+:35]([O-:37])=[O:36])=[CH:31][CH:30]=3)/[C:18]2[CH:23]=[CH:22][C:21]([CH2:24][NH2:25])=[CH:20][CH:19]=2)=[CH:12][CH:11]=1)=[O:7])([CH3:4])([CH3:3])[CH3:2].[C:39](OC(=O)C)(=[O:41])[CH3:40]>O1CCOCC1>[C:1]([O:5][C:6]([NH:8][CH2:9][C:10]1[CH:15]=[CH:14][C:13]([NH:16]/[C:17](=[C:26]2\[C:27](=[O:38])[NH:28][C:29]3[C:34]\2=[CH:33][C:32]([N+:35]([O-:37])=[O:36])=[CH:31][CH:30]=3)/[C:18]2[CH:23]=[CH:22][C:21]([CH2:24][NH:25][C:39](=[O:41])[CH3:40])=[CH:20][CH:19]=2)=[CH:12][CH:11]=1)=[O:7])([CH3:4])([CH3:2])[CH3:3]. Procedure: Prepared analogously to Example 31 from (Z)-3-[1-(4-tert.butoxycarbonylaminomethyl-phenylamino)-1-(4-aminomethyl-phenyl)-methylidene]-5-nitro-2-indolinone and acetic anhydride in dioxane. The reactants are CCOC(=O)C1(COCc2ccccc2)CCC1, CCO. Yields the product CCOC(=O)C1(CO)CCC1. As a reaction SMILES: [CH2:1]([c:2]1[cH:3][cH:4][cH:5][cH:6][cH:7]1)[O:8][CH2:9][C:10]1([C:14](=[O:15])[O:16][CH2:17][CH3:18])[CH2:11][CH2:12][CH2:13]1.[CH3:19][CH2:20][OH:21]>>[OH:8][CH2:9][C:10]1([C:14](=[O:15])[O:16][CH2:17][CH3:18])[CH2:11][CH2:12][CH2:13]1. The reactants are FC1=C(C(=CC=C1)F)N1N=CC2=C1NC(C(=C2)C(=O)OCC)=O (Ethyl 1-(2,6-difluorophenyl)-6-oxo-6,7-dihydro-1H-pyrazolo[3,4-b]pyridine-5-carboxylate), O.[OH-].[Li+] (lithium hydroxide monohydrate), C1CC(=O)N(C1=O)Br (N-bromosuccimide), C(=O)(O)[O-].[Na+] (NaHCO3), C1CC(=O)N(C1=O)Br (N-bromosuccimide). Run in O (water), CC#N (CH3CN). Run at temperature 90 celsius, time 1 hour. Product: BrC1=CC2=C(NC1=O)N(N=C2)C2=C(C=CC=C2F)F (5-Bromo-1-(2,6-difluorophenyl)-1H-pyrazolo[3,4-b]pyridin-6(7H)-one). Yield: 87.9%. RXN SMILES: [F:1][C:2]1[CH:7]=[CH:6][CH:5]=[C:4]([F:8])[C:3]=1[N:9]1[C:13]2[NH:14][C:15](=[O:23])[C:16](C(OCC)=O)=[CH:17][C:12]=2[CH:11]=[N:10]1.O.[OH-].[Li+].C1C(=O)N([Br:34])C(=O)C1.C([O-])(O)=O.[Na+]>O.CC#N>[Br:34][C:16]1[C:15](=[O:23])[NH:14][C:13]2[N:9]([C:3]3[C:2]([F:1])=[CH:7][CH:6]=[CH:5][C:4]=3[F:8])[N:10]=[CH:11][C:12]=2[CH:17]=1 |f:1.2.3,5.6|. Reported procedure: Ethyl 1-(2,6-difluorophenyl)-6-oxo-6,7-dihydro-1H-pyrazolo[3,4-b]pyridine-5-carboxylate (9.40 g, 29 mmol) was treated with 80 mL CH3CN and 80 mL water and lithium hydroxide monohydrate (3.10 g, 74 mmol). The resulting suspension was then heated to 90° C. for 1 h. The solution was allowed to cool to 35° C. and treated with N-bromosuccimide (5.20 g, 29 mmol) in one portion. It was allowed to stir for 1 h at RT then treated with another equiv. of N-bromosuccimide (5.20 g, 29 mmol) in one portion. A... Starting materials: C(=O)(OC)C1=CC=C(C(=O)NNC(C2=CC=C(C=C2)C(=O)OC)=O)C=C1 (1,2-di(4-Carbomethoxybenzoyl)hydrazine), C([O-])(O)=O.[Na+] (sodium bicarbonate), C(C)O (ethanol), P12(=S)SP3(=S)SP(=S)(S1)SP(=S)(S2)S3 (phosphorus pentasulfide). Solvent: N1=CC=CC=C1 (pyridine). Product: COC(C1=CC=C(C=C1)C=1SC(=NN1)C1=CC=C(C(=O)OC)C=C1)=O (dimethyl-4,4'-(1,3,4-thiadiazol-2,5-diyl)dibenzoate). The yield is 60.0%. Reaction SMILES: [C:1]([C:5]1[CH:26]=[CH:25][C:8]([C:9]([NH:11][NH:12][C:13](=O)[C:14]2[CH:19]=[CH:18][C:17]([C:20]([O:22][CH3:23])=[O:21])=[CH:16][CH:15]=2)=O)=[CH:7][CH:6]=1)([O:3][CH3:4])=[O:2].P12(SP3(SP(SP(S3)(S1)=S)(=S)S2)=S)=[S:28].C(O)C.C(=O)(O)[O-].[Na+]>N1C=CC=CC=1>[CH3:23][O:22][C:20](=[O:21])[C:17]1[CH:18]=[CH:19][C:14]([C:13]2[S:28][C:9]([C:8]3[CH:25]=[CH:26][C:5]([C:1]([O:3][CH3:4])=[O:2])=[CH:6][CH:7]=3)=[N:11][N:12]=2)=[CH:15][CH:16]=1 |f:3.4|. Reported procedure: 1,2-di(4-Carbomethoxybenzoyl)hydrazine (A), prepared as in Example 1, in pyridine was refluxed with phosphorus pentasulfide for 15 hours. The mixture was cooled and poured into 20% ethanol. After the solution was neutralized with sodium bicarbonate, the product, dimethyl-4,4'-(1,3,4-thiadiazol-2,5-diyl)dibenzoate (D), was obtained by filtration (m.p. 268°-270°, yield 60%). Then II was obtained by reacting D in a similar manner as in Example 1. Starting materials: CCOC(=O)c1cnn(-c2nc(NC(c3ccc(OC)cc3)c3ccc(OC)cc3)c3ncn(C4CC(NC(=O)CC)C(O)C4O)c3n2)c1, CN. Product: CCC(=O)NC1CC(n2cnc3c(NC(c4ccc(OC)cc4)c4ccc(OC)cc4)nc(-n4cc(C(=O)NC)cn4)nc32)C(O)C1O. As a reaction SMILES: [CH2:1]([O:3][C:4](=[O:2])[c:6]1[cH:7][n:8][n:9](-[c:11]2[n:12][c:13]([NH:32][CH:33]([c:34]3[cH:35][cH:36][c:37]([O:40][CH3:41])[cH:38][cH:39]3)[c:42]3[cH:43][cH:44][c:45]([O:48][CH3:49])[cH:46][cH:47]3)[c:14]3[n:15][cH:16][n:17]([CH:20]4[CH:21]([OH:31])[CH:22]([OH:30])[CH:23]([NH:25][C:26]([CH2:27][CH3:28])=[O:29])[CH2:24]4)[c:18]3[n:19]2)[cH:10]1)[CH3:5].[CH3:50][NH2:51]>>[O:3]=[C:4]([c:6]1[cH:7][n:8][n:9](-[c:11]2[n:12][c:13]([NH:32][CH:33]([c:34]3[cH:35][cH:36][c:37]([O:40][CH3:41])[cH:38][cH:39]3)[c:42]3[cH:43][cH:44][c:45]([O:48][CH3:49])[cH:46][cH:47]3)[c:14]3[n:15][cH:16][n:17]([CH:20]4[CH:21]([OH:31])[CH:22]([OH:30])[CH:23]([NH:25][C:26]([CH2:27][CH3:28])=[O:29])[CH2:24]4)[c:18]3[n:19]2)[cH:10]1)[NH:51][CH3:50].